This data is from the Open Reaction Database (ORD), a public repository of structured organic reaction records. The task is: describe an organic reaction: reactants, conditions, products, and yield The reactants are BrC1=CC=C(CN(S(=O)(=O)C2=CC=C(C=C2)C)CC(OC)OC)C=C1 (N-(4-Bromo-benzyl)-N-(2,2-dimethoxy-ethyl)-4-methyl-benzenesulfonamide), BrC1=C(C=C(CNCC(OC)OC)C=C1)Cl ((4-Bromo-3-chloro-benzyl)-(2,2-dimethoxy-ethyl)-amine), M−OMe−. Yields the product BrC1=C(C=C(CN(S(=O)(=O)C2=CC=C(C=C2)C)CC(OC)OC)C=C1)Cl (N-(4-Bromo-3-chloro-benzyl)-N-(2,2-dimethoxy-ethyl)-4-methyl-benzene-sulfonamide). Reaction SMILES: [Br:1][C:2]1[CH:25]=[CH:24][C:5]([CH2:6][N:7]([CH2:18][CH:19]([O:22][CH3:23])[O:20][CH3:21])[S:8]([C:11]2[CH:16]=[CH:15][C:14]([CH3:17])=[CH:13][CH:12]=2)(=[O:10])=[O:9])=[CH:4][CH:3]=1.BrC1C=CC(CNCC(OC)OC)=CC=1[Cl:41]>>[Br:1][C:2]1[CH:25]=[CH:24][C:5]([CH2:6][N:7]([CH2:18][CH:19]([O:20][CH3:21])[O:22][CH3:23])[S:8]([C:11]2[CH:16]=[CH:15][C:14]([CH3:17])=[CH:13][CH:12]=2)(=[O:10])=[O:9])=[CH:4][C:3]=1[Cl:41]. Procedure details: The title compound was prepared by the protocol described for N-(4-Bromo-benzyl)-N-(2,2-dimethoxy-ethyl)-4-methyl-benzenesulfonamide (2), starting from (4-Bromo-3-chloro-benzyl)-(2,2-dimethoxy-ethyl)-amine (7). Rt=1.93 min (Method C). Detected mass: 430.3/432.3 (M−OMe−).